This data is from the Open Reaction Database (ORD), a public repository of structured organic reaction records. The task is: describe an organic reaction: reactants, conditions, products, and yield The reactants are CCCCCCC(=O)N(C(CCCC[C@@H]1SC[C@@H]2NC(=O)N[C@H]12)=O)C(CCCCCC)=O (N,N-bis-(methyl 6-hexanoyl)-biotinamide), [OH-].[Na+] (sodium hydroxide). The solvent is CO (methanol). Conditions: time 4.5 hour. Product: CCCCCC(=O)N(C(CCCC[C@@H]1SC[C@@H]2NC(=O)N[C@H]12)=O)C(CCCCC)=O (N,N-bis-(6-hexanoyl)biotinamide). RXN SMILES: C[CH2:2][CH2:3][CH2:4][CH2:5][CH2:6][C:7]([N:9]([C:25](=[O:32])[CH2:26][CH2:27][CH2:28][CH2:29][CH2:30]C)[C:10](=[O:24])[CH2:11][CH2:12][CH2:13][CH2:14][C@H:15]1[C@@H:23]2[C@@H:18]([NH:19][C:20]([NH:22]2)=[O:21])[CH2:17][S:16]1)=[O:8].[OH-].[Na+]>CO>[CH3:2][CH2:3][CH2:4][CH2:5][CH2:6][C:7]([N:9]([C:25](=[O:32])[CH2:26][CH2:27][CH2:28][CH2:29][CH3:30])[C:10](=[O:24])[CH2:11][CH2:12][CH2:13][CH2:14][C@H:15]1[C@@H:23]2[C@@H:18]([NH:19][C:20]([NH:22]2)=[O:21])[CH2:17][S:16]1)=[O:8] |f:1.2|. Reported procedure: To a solution of 610 mg (0.819 mmol) of N,N-bis-(methyl 6-hexanoyl)-biotinamide in 35 ml of methanol was added 5.0 ml of 1N aqueous sodium hydroxide. The mixture was stirred at 15°-25° C. for 4.5 hours and then concentrated. The residue was diluted with 50 ml of deionized water acidified to pH 2 with 1N aqueous hydrochloric acid at 4° C. The product, which precipitated out as a white solid, was isolated by vacuum filtration and dried under vacuum to afford 482 mg (84%):